Dataset: the Open Reaction Database (ORD), a public repository of structured organic reaction records. Task: describe an organic reaction: reactants, conditions, products, and yield Starting materials: CO, COC(=O)CC(=O)C1(NC(=O)OC(C)(C)C)CC1. Product: COC(=O)CC(O)C1(NC(=O)OC(C)(C)C)CC1. RXN SMILES: [CH3:19][OH:20].[CH3:1][O:2][C:3]([CH2:4][C:5](=[O:6])[C:7]1([NH:10][C:11](=[O:12])[O:13][C:14]([CH3:15])([CH3:16])[CH3:17])[CH2:8][CH2:9]1)=[O:18]>>[CH3:1][O:2][C:3]([CH2:4][CH:5]([OH:6])[C:7]1([NH:10][C:11](=[O:12])[O:13][C:14]([CH3:15])([CH3:16])[CH3:17])[CH2:8][CH2:9]1)=[O:18]. Reactants: Cn1c(C=CCO)c(-c2ccccc2)c2ccccc2c1=O, CCOCC. Yields the product Cn1c(C=CC=O)c(-c2ccccc2)c2ccccc2c1=O. As a reaction SMILES: [CH3:1][n:2]1[c:3](=[O:22])[c:4]2[cH:5][cH:6][cH:7][cH:8][c:9]2[c:10](-[c:16]2[cH:17][cH:18][cH:19][cH:20][cH:21]2)[c:11]1[CH:12]=[CH:13][CH2:14][OH:15].[CH3:23][CH2:24][O:25][CH2:26][CH3:27]>>[CH3:1][n:2]1[c:3](=[O:22])[c:4]2[cH:5][cH:6][cH:7][cH:8][c:9]2[c:10](-[c:16]2[cH:17][cH:18][cH:19][cH:20][cH:21]2)[c:11]1[CH:12]=[CH:13][CH:14]=[O:15]. Reactants: ClC1=CC(=C(C=C1)NC(COCC(=O)O)=O)C(=O)OC ((2-([4-chloro-2-(methoxycarbonyl)phenyl]amino)-2-oxoethoxy)acetic acid), CN(C)C=O (DMF), C(C(=O)Cl)(=O)Cl (oxalyl chloride), C1(CCCCC1)NC1CCCCC1 (dicyclohexylamine). Solvent: O (water), C1CCOC1 (THF), CC(=O)N(C)C (DMA). Run at time 2 hour. The product is crude product, ClC=1C=CC(=C(C(=O)O)C1)NC(COCC(=O)N(C1CCCCC1)C1CCCCC1)=O (5-chloro-2-(([2-(dicyclohexylamino)-2-oxoethoxy]acetyl)amino)benzoic acid). RXN SMILES: [Cl:1][C:2]1[CH:7]=[CH:6][C:5]([NH:8][C:9](=[O:16])[CH2:10][O:11][CH2:12][C:13]([OH:15])=O)=[C:4]([C:17]([O:19]C)=[O:18])[CH:3]=1.CN(C=O)C.C(Cl)(=O)C(Cl)=O.[CH:32]1([NH:38][CH:39]2[CH2:44][CH2:43][CH2:42][CH2:41][CH2:40]2)[CH2:37][CH2:36][CH2:35][CH2:34][CH2:33]1>C1COCC1.O.CC(N(C)C)=O>[Cl:1][C:2]1[CH:7]=[CH:6][C:5]([NH:8][C:9](=[O:16])[CH2:10][O:11][CH2:12][C:13]([N:38]([CH:39]2[CH2:40][CH2:41][CH2:42][CH2:43][CH2:44]2)[CH:32]2[CH2:37][CH2:36][CH2:35][CH2:34][CH2:33]2)=[O:15])=[C:4]([CH:3]=1)[C:17]([OH:19])=[O:18]. Reported procedure: 1.0 g (3.3 mmol) of (2-([4-chloro-2-(methoxycarbonyl)phenyl]amino)-2-oxoethoxy)acetic acid, a catalytic quantity of DMF, and 505 mg (3.98 mmol) of oxalyl chloride were stirred at 0° C. for 1.5 hours in 10 mL of THF. After completion of the reaction, the solvent was distilled off under reduced pressure. 0.66 g (3.6 mmol) of dicyclohexylamine, and 10 mL of DMA were added to this residue, and stirred at room temperature for 2 hours. After completion of the reaction, water was added, and the precipi...